This data is from the Open Reaction Database (ORD), a public repository of structured organic reaction records. The task is: describe an organic reaction: reactants, conditions, products, and yield Reactants: COC(C1=C(C=CC(=C1)F)Cl)=O (2-Chloro-5-fluoro-benzoic acid methyl ester), Cl.CNC (dimethylamine hydrochloride), C([O-])([O-])=O.[K+].[K+] (potassium carbonate). Run in CS(=O)C (dimethylsulphoxid). Yields the product COC(C1=C(C=CC(=C1)N(C)C)Cl)=O (2-Chloro-5-dimethylamino-benzoic acid methyl ester). The yield is 99.0%. RXN SMILES: [CH3:1][O:2][C:3](=[O:12])[C:4]1[CH:9]=[C:8](F)[CH:7]=[CH:6][C:5]=1[Cl:11].Cl.[CH3:14][NH:15][CH3:16].C(=O)([O-])[O-].[K+].[K+]>CS(C)=O>[CH3:1][O:2][C:3](=[O:12])[C:4]1[CH:9]=[C:8]([N:15]([CH3:16])[CH3:14])[CH:7]=[CH:6][C:5]=1[Cl:11] |f:1.2,3.4.5|. Reported procedure: To a stirred solution of 4.00 g (20.6 mmol) 2-Chloro-5-fluoro-benzoic acid methyl ester (Rarechem) and 60 ml dimethylsulphoxid were added 2.03 g (24.7 mmol) dimethylamine hydrochloride and 5.97 g (43.2 mmol) potassium carbonate. The reaction mixture was stirred over night and was reduced with high vacuum rotation evaporator at 65° C. The residue was diluted with dichloromethane, washed twice with water. The combined water phases were extracted with dichloromethane. The combined dichloromethane p... Reactants: CC(C)COC(=O)C(=O)c1csc(N)n1, O=C=Nc1ccccc1, C1CCOC1. Yields the product CC(C)COC(=O)C(=O)c1csc(NC(=O)Nc2ccccc2)n1. As a reaction SMILES: [NH2:1][c:2]1[s:3][cH:4][c:5]([C:7]([C:8](=[O:9])[O:10][CH2:11][CH:12]([CH3:13])[CH3:14])=[O:15])[n:6]1.[O:16]=[C:17]=[N:18][c:19]1[cH:20][cH:21][cH:22][cH:23][cH:24]1.[O:25]1[CH2:26][CH2:27][CH2:28][CH2:29]1>>[NH:1]([c:2]1[s:3][cH:4][c:5]([C:7]([C:8](=[O:9])[O:10][CH2:11][CH:12]([CH3:13])[CH3:14])=[O:15])[n:6]1)[C:17](=[O:16])[NH:18][c:19]1[cH:20][cH:21][cH:22][cH:23][cH:24]1. Starting materials: ClCCl, O=C(O)C1CCOCC1, O, O=Cc1ccc(O)cc1, O=S(Cl)Cl, c1ccncc1. Product: O=Cc1ccc(OC(=O)C2CCOCC2)cc1. Reaction SMILES: [Cl:29][CH2:30][Cl:31].[O:1]1[CH2:2][CH2:3][CH:4]([C:7](=[O:8])[OH:9])[CH2:5][CH2:6]1.[OH2:32].[OH:20][c:21]1[cH:22][cH:23][c:24]([CH:25]=[O:26])[cH:27][cH:28]1.[S:10]([Cl:11])([Cl:12])=[O:13].[cH:14]1[cH:15][cH:16][n:17][cH:18][cH:19]1>>[O:1]1[CH2:2][CH2:3][CH:4]([C:7](=[O:8])[O:9][c:21]2[cH:22][cH:23][c:24]([CH:25]=[O:26])[cH:27][cH:28]2)[CH2:5][CH2:6]1. Starting materials: CC(c1ccc(Br)cc1)N1CCC(CCCNS(C)(=O)=O)(c2ccccc2)OC1=O, COc1ccc(B(O)O)cn1. Product: COc1ccc(-c2ccc(C(C)N3CCC(CCCNS(C)(=O)=O)(c4ccccc4)OC3=O)cc2)cn1. As a reaction SMILES: [Br:1][c:2]1[cH:3][cH:4][c:5]([CH:8]([CH3:9])[N:10]2[C:11](=[O:30])[O:12][C:13]([c:16]3[cH:17][cH:18][cH:19][cH:20][cH:21]3)([CH2:22][CH2:23][CH2:24][NH:25][S:26](=[O:27])(=[O:28])[CH3:29])[CH2:14][CH2:15]2)[cH:6][cH:7]1.[CH3:31][O:32][c:33]1[cH:34][cH:35][c:36]([B:39]([OH:40])[OH:41])[cH:37][n:38]1>>[c:2]1(-[c:36]2[cH:35][cH:34][c:33]([O:32][CH3:31])[n:38][cH:37]2)[cH:3][cH:4][c:5]([CH:8]([CH3:9])[N:10]2[C:11](=[O:30])[O:12][C:13]([c:16]3[cH:17][cH:18][cH:19][cH:20][cH:21]3)([CH2:22][CH2:23][CH2:24][NH:25][S:26](=[O:27])(=[O:28])[CH3:29])[CH2:14][CH2:15]2)[cH:6][cH:7]1. The reactants are CC(CCCCCC=C)=O (non-8-en-2-one), O.C1(=CC=C(C=C1)S(=O)(=O)O)C (p-toluenesulfonic acid monohydrate), C(CO)O (ethylene glycol), C1=CC=CC=C1 (benzene). Solvent: O (Water). Yields the product C1COC(C)(CCCCCC=C)O1 (Non-8-en-2-one ethylene ketal). Yield: 74.7%. RXN SMILES: [CH3:1][C:2](=[O:10])[CH2:3][CH2:4][CH2:5][CH2:6][CH2:7][CH:8]=[CH2:9].O.C1(C)C=CC(S(O)(=O)=O)=CC=1.[CH2:23](O)[CH2:24][OH:25].C1C=CC=CC=1>O>[CH2:24]1[O:25][C:2]([CH2:3][CH2:4][CH2:5][CH2:6][CH2:7][CH:8]=[CH2:9])([CH3:1])[O:10][CH2:23]1 |f:1.2|. Reported procedure: A solution containing 119.0 g of non-8-en-2-one, (prepared in Example 22 B-3), 1.2 g p-toluenesulfonic acid monohydrate, 63.1 g of ethylene glycol and 420 ml anhydrous benzene was prepared and refluxed for about 15 to 17 hr. Water which formed was collected in a Dean-Stark trap. The solution was cooled to room temperature and 250 ml of 5% aqueous sodium bicarbonate solution was added thereto. The benzene layer was separated and dried over anhydrous magnesium sulfate and evaporated in vacuo. The ...